From a dataset of the Open Reaction Database (ORD), a public repository of structured organic reaction records. describe an organic reaction: reactants, conditions, products, and yield Reactants: N1=CC(=CC=C1)C1=CC=NC=2N1N=CC2C#N (7-(3-pyridyl)pyrazolo[1,5-a]pyrimidine-3-carbonitrile), OO (hydrogen peroxide). The solvent is C(C)(=O)O (acetic acid). Product: [N+]1(=CC=CC=C1)[O-].N1=CC(=CC=C1)C1=CC=NC=2N1N=CC2C#N (7-(3-Pyridyl)pyrazolo[1,5-a]pyrimidine-3-carbonitrile pyridine-1-oxide). RXN SMILES: [N:1]1[CH:6]=[CH:5][CH:4]=[C:3]([C:7]2[N:12]3[N:13]=[CH:14][C:15]([C:16]#[N:17])=[C:11]3[N:10]=[CH:9][CH:8]=2)[CH:2]=1.[OH:18]O>C(O)(=O)C>[N+:1]1([O-:18])[CH:6]=[CH:5][CH:4]=[CH:3][CH:2]=1.[N:1]1[CH:6]=[CH:5][CH:4]=[C:3]([C:7]2[N:12]3[N:13]=[CH:14][C:15]([C:16]#[N:17])=[C:11]3[N:10]=[CH:9][CH:8]=2)[CH:2]=1 |f:3.4|. Reported procedure: A mixture of 4.42 g of 7-(3-pyridyl)pyrazolo[1,5-a]pyrimidine-3-carbonitrile, 50 ml. of glacial acetic acid and 5 ml. of 30% hydrogen peroxide is heated on a steam bath for 2 hours. The mixture is cooled, filtered and the solid recrystallized from acetic acid to give 2.05 g. of the product of the example, m.p. 294°-295° C. The reactants are COC1=NC(=NC=C1C(=O)C(C(=O)OCC)=C(SC)SC)SC (ethyl 2-(4-methoxy-2-(methylthio)pyrimidine-5-carbonyl)-3,3-bis(methylthio)acrylate), NC1=C(C(=O)N)C=CC=C1 (2-aminobenzamide), [H-].[Na+] (NaH). Solvent: C(Cl)Cl (DCM), O (H2O), C(Cl)Cl (DCM), C(Cl)Cl (DCM). Conditions: temperature 140 celsius, time 1 hour. Product: C(C)OC(=O)C=1C(C2=C(N3C=4C=CC=CC4C(NC13)=O)N=C(N=C2)SC)=O (2-Methylsulfanyl-5,8-dioxo-7,8-dihydro-5H-1,3,7,12b-tetraaza-benzo[c]phenanthrene-6-carboxylic acid ethyl ester). Yield: 19.6%. RXN SMILES: CO[C:3]1[C:8]([C:9]([C:11](=[C:17](SC)SC)[C:12]([O:14][CH2:15][CH3:16])=[O:13])=[O:10])=[CH:7][N:6]=[C:5]([S:22][CH3:23])[N:4]=1.[NH2:24][C:25]1[CH:33]=[CH:32][CH:31]=[CH:30][C:26]=1[C:27]([NH2:29])=[O:28].[H-].[Na+]>C(Cl)Cl.O>[CH2:15]([O:14][C:12]([C:11]1[C:9](=[O:10])[C:8]2[CH:7]=[N:6][C:5]([S:22][CH3:23])=[N:4][C:3]=2[N:24]2[C:17]=1[NH:29][C:27](=[O:28])[C:26]1[CH:30]=[CH:31][CH:32]=[CH:33][C:25]2=1)=[O:13])[CH3:16] |f:2.3|. Reported procedure: A solution of ethyl 2-(4-methoxy-2-(methylthio)pyrimidine-5-carbonyl)-3,3-bis(methylthio)acrylate (250 mg, 0.668 mmol) and 2-aminobenzamide (118 mg, 0.867 mmol) in DCM (5 mL) was heated over stream of nitrogen allowing DCM to evaporate and continued heating as neat at 140° C. for over night. The residue was dissolved in DMF (7 mL) after cooling to rt and treated with NaH (60 mg, 1.500 mmol). The reaction was stirred at rt for 1 h and diluted with DCM (20 mL) and H2O (20 mL). The layers were sepa... Reactants: CC(C)C[AlH]CC(C)C (DIBAL-H), C(=O)(O)CCC1CNC(CC1C1=CC=C(C=C1)F)=O (3-carboxyethyl-4-(4-fluorophenyl)-piperidine-6-one), CO (methanol). Solvent: O1CCCC1 (tetrahydrofuran), C1(=CC=CC=C1)C (toluene). Run at temperature 23 celsius, time 45 minute. The product is FC1=CC=C(C=C1)C1C(CNC(C1)=O)CO (4-(4-Fluorophenyl)-3-hydroxymethylpiperidine-6-one). Isolated yield 67.0%. Reaction SMILES: CC(C[AlH]CC(C)C)C.C(C[CH2:14][CH:15]1[CH:20]([C:21]2[CH:26]=[CH:25][C:24]([F:27])=[CH:23][CH:22]=2)[CH2:19][C:18](=[O:28])[NH:17][CH2:16]1)(O)=O.C[OH:30]>O1CCCC1.C1(C)C=CC=CC=1>[F:27][C:24]1[CH:25]=[CH:26][C:21]([CH:20]2[CH2:19][C:18](=[O:28])[NH:17][CH2:16][CH:15]2[CH2:14][OH:30])=[CH:22][CH:23]=1. Reported procedure: DIBAL-H (15.1 ml, 0.0225 mol) was added at a rate of 50 ml/hour, by means of a syringe pump, to a solution of 3-carboxyethyl-4-(4-fluorophenyl)-piperidine-6-one (1.99 g, 0.0075 mol) in tetrahydrofuran (15 ml) at −70° C. under an argon atmosphere keeping the temperature below 0° C. The mixture was allowed to warm to 23° C. and stirred for 45 minutes, then a solution of methanol (0.9 ml) in toluene (7.5 ml) was added to destroy the excess DIBAL-H, followed by 30% potassium carbonate solution (8.5 ... The reactants are ClC=1N=NC(=CC1Cl)Cl (3,4,6-trichloropyridazine), C(C=C)N (allylamine). Solvent: C(C)O (ethanol). Run at time 2 hour. Yields the product ClC=1N=NC(=CC1NCC=C)Cl (3,6-dichloro-4-allylamino pyridazine). RXN SMILES: [Cl:1][C:2]1[N:3]=[N:4][C:5]([Cl:9])=[CH:6][C:7]=1Cl.[CH2:10]([NH2:13])[CH:11]=[CH2:12]>C(O)C>[Cl:1][C:2]1[N:3]=[N:4][C:5]([Cl:9])=[CH:6][C:7]=1[NH:13][CH2:10][CH:11]=[CH2:12]. Procedure details: To a stirred solution of 91.7 g of 3,4,6-trichloropyridazine in 1000 ml of ethanol is added slowly with cooling 85.9 g of allylamine. After stirring 2 hours at room temperature, the mixture is cooled and the resultant precipitate 3,6-dichloro-4-allylamino pyridazine is collected by filtration. Concentration of the filtrate to 200 ml gives a second crop and concentration to 100 ml gives a third crop; m.p. 95° to 98°C. The reactants are C, Cc1cc(C#CCN2CCN(C)CC2)cc2c1C(=O)N(Cc1ccc(Oc3ccccc3)cc1)C2, CCO, [H][H], [Pd]. Product: Cc1cc(CCCN2CCN(C)CC2)cc2c1C(=O)N(Cc1ccc(Oc3ccccc3)cc1)C2. Reaction SMILES: [C:41].[CH3:1][c:2]1[cH:3][c:4]([C:26]#[C:27][CH2:28][N:29]2[CH2:30][CH2:31][N:32]([CH3:35])[CH2:33][CH2:34]2)[cH:5][c:6]2[c:10]1[C:9](=[O:11])[N:8]([CH2:12][c:13]1[cH:14][cH:15][c:16]([O:19][c:20]3[cH:21][cH:22][cH:23][cH:24][cH:25]3)[cH:17][cH:18]1)[CH2:7]2.[CH3:38][CH2:39][OH:40].[H:36][H:37].[Pd:42]>>[CH3:1][c:2]1[cH:3][c:4]([CH2:26][CH2:27][CH2:28][N:29]2[CH2:30][CH2:31][N:32]([CH3:35])[CH2:33][CH2:34]2)[cH:5][c:6]2[c:10]1[C:9](=[O:11])[N:8]([CH2:12][c:13]1[cH:14][cH:15][c:16]([O:19][c:20]3[cH:21][cH:22][cH:23][cH:24][cH:25]3)[cH:17][cH:18]1)[CH2:7]2.